This data is from the Open Reaction Database (ORD), a public repository of structured organic reaction records. The task is: describe an organic reaction: reactants, conditions, products, and yield Reactants: CC(C)(C)OC(=O)NC1CC(O[Si](C)(C)C(C)(C)C)CN(C(=O)OCc2ccccc2)C1, CCCC[N+](CCCC)(CCCC)CCCC, C1CCOC1, CCOC(C)=O, [F-]. As a reaction SMILES: [C:1]([CH3:2])([CH3:3])([CH3:4])[O:5][C:6](=[O:7])[NH:8][CH:9]1[CH2:10][N:11]([C:23](=[O:24])[O:25][CH2:26][c:27]2[cH:28][cH:29][cH:30][cH:31][cH:32]2)[CH2:12][CH:13]([O:15][Si:16]([C:17]([CH3:18])([CH3:19])[CH3:20])([CH3:21])[CH3:22])[CH2:14]1.[CH2:34]([N+:35]([CH2:36][CH2:37][CH2:38][CH3:39])([CH2:40][CH2:41][CH2:42][CH3:43])[CH2:44][CH2:45][CH2:46][CH3:47])[CH2:48][CH2:49][CH3:50].[CH2:51]1[O:52][CH2:53][CH2:54][CH2:55]1.[CH3:56][CH2:57][O:58][C:59](=[O:60])[CH3:61].[F-:33]>>[C:1]([CH3:2])([CH3:3])([CH3:4])[O:5][C:6](=[O:7])[NH:8][CH:9]1[CH2:10][N:11]([C:23](=[O:24])[O:25][CH2:26][c:27]2[cH:28][cH:29][cH:30][cH:31][cH:32]2)[CH2:12][CH:13]([OH:15])[CH2:14]1. The product is CC(C)(C)OC(=O)NC1CC(O)CN(C(=O)OCc2ccccc2)C1. Reactants: COC=1C=C(CN2CC(CC2=O)(CC2=CC=CC=C2)CCOS(=O)(=O)C)C=C(C1OC)OC (1-(3,4,5-trimethoxybenzyl)-3-(2-methanesulfonyloxyethyl)-3-(phenylmethyl)-5-oxopyrrolidine), C(C)OCCN1C(=NC2=C1C=CC=C2)NC2CCNCC2 ((1-(2-ethoxyethyl)-1H-benzimidazol-2-yl)(piperidin-4-yl)amine). Reported procedure: Prepare by the method of Example 1.6 using 1-(3,4,5-trimethoxybenzyl)-3-(2-methanesulfonyloxyethyl)-3-(phenylmethyl)-5-oxopyrrolidine (0.05 g, 0.10 mmol) and (1-(2-ethoxyethyl)-1H-benzimidazol-2-yl)(piperidin-4-yl)amine (0.03 g, 0.10 mmol). Purify by chromatography on silica gel eluting with 2% triethylamine/5% methanol/ethyl acetate to give the title compound: Rf=0.20 (silica gel, 2% triethylamine/5% methanol/ethyl acetate). Reaction SMILES: [CH3:1][O:2][C:3]1[CH:4]=[C:5]([CH:27]=[C:28]([O:32][CH3:33])[C:29]=1[O:30][CH3:31])[CH2:6][N:7]1[C:11](=[O:12])[CH2:10][C:9]([CH2:20][CH2:21]OS(C)(=O)=O)([CH2:13][C:14]2[CH:19]=[CH:18][CH:17]=[CH:16][CH:15]=2)[CH2:8]1.[CH2:34]([O:36][CH2:37][CH2:38][N:39]1[C:43]2[CH:44]=[CH:45][CH:46]=[CH:47][C:42]=2[N:41]=[C:40]1[NH:48][CH:49]1[CH2:54][CH2:53][NH:52][CH2:51][CH2:50]1)[CH3:35]>>[CH3:1][O:2][C:3]1[CH:4]=[C:5]([CH:27]=[C:28]([O:32][CH3:33])[C:29]=1[O:30][CH3:31])[CH2:6][N:7]1[C:11](=[O:12])[CH2:10][C:9]([CH2:20][CH2:21][N:52]2[CH2:51][CH2:50][CH:49]([NH:48][C:40]3[N:39]([CH2:38][CH2:37][O:36][CH2:34][CH3:35])[C:43]4[CH:44]=[CH:45][CH:46]=[CH:47][C:42]=4[N:41]=3)[CH2:54][CH2:53]2)([CH2:13][C:14]2[CH:19]=[CH:18][CH:17]=[CH:16][CH:15]=2)[CH2:8]1. The product is COC=1C=C(CN2CC(CC2=O)(CC2=CC=CC=C2)CCN2CCC(CC2)NC2=NC3=C(N2CCOCC)C=CC=C3)C=C(C1OC)OC (1-(3,4,5-trimethoxybenzyl)-3-(2-(4-(1-(2-ethoxyethyl)-1H-benzimidazol-2-yl-amino)piperidin-1-yl)ethyl)-3-(phenylmethyl)-5-oxopyrrolidine). Reactants: CS(C)=O, CCN(C(C)C)C(C)C, Fc1cccc(-c2csc(N3CCNCC3)n2)c1, O, O=C(Nc1cccnn1)OCC(Cl)(Cl)Cl. The product is O=C(Nc1cccnn1)N1CCN(c2nc(-c3cccc(F)c3)cs2)CC1. Reaction SMILES: [CH3:44][S:45]([CH3:46])=[O:47].[CH:34]([N:35]([CH:36]([CH3:37])[CH3:38])[CH2:39][CH3:40])([CH3:41])[CH3:42].[F:16][c:17]1[cH:18][c:19](-[c:23]2[n:24][c:25]([N:28]3[CH2:29][CH2:30][NH:31][CH2:32][CH2:33]3)[s:26][cH:27]2)[cH:20][cH:21][cH:22]1.[OH2:43].[n:1]1[n:2][c:3]([NH:7][C:8]([O:9][CH2:10][C:11]([Cl:12])([Cl:13])[Cl:14])=[O:15])[cH:4][cH:5][cH:6]1>>[n:1]1[n:2][c:3]([NH:7][C:8](=[O:15])[N:31]2[CH2:30][CH2:29][N:28]([c:25]3[n:24][c:23](-[c:19]4[cH:18][c:17]([F:16])[cH:22][cH:21][cH:20]4)[cH:27][s:26]3)[CH2:33][CH2:32]2)[cH:4][cH:5][cH:6]1. Starting materials: Cl (HCl), COC(=O)C=1SC(=CC1C(C)C)C(NCC1=CC(=CC=C1)O)=O (5-(3-Hydroxy-benzylcarbamoyl)-3-isopropyl-thiophene-2-carboxylic acid methyl ester), O.[OH-].[Li+] (lithium hydroxide monohydrate), C1CCOC1 (THF). Solvent: O (water). Reaction conditions: time 15 hour. Product: OC=1C=C(CNC(=O)C2=CC(=C(S2)C(=O)O)C(C)C)C=CC1 (5-(3-Hydroxy-benzylcarbamoyl)-3-isopropyl-thiophene-2-carboxylic acid). Reaction SMILES: C[O:2][C:3]([C:5]1[S:6][C:7]([C:13](=[O:23])[NH:14][CH2:15][C:16]2[CH:21]=[CH:20][CH:19]=[C:18]([OH:22])[CH:17]=2)=[CH:8][C:9]=1[CH:10]([CH3:12])[CH3:11])=[O:4].O.[OH-].[Li+].C1COCC1.Cl>O>[OH:22][C:18]1[CH:17]=[C:16]([CH:21]=[CH:20][CH:19]=1)[CH2:15][NH:14][C:13]([C:7]1[S:6][C:5]([C:3]([OH:4])=[O:2])=[C:9]([CH:10]([CH3:12])[CH3:11])[CH:8]=1)=[O:23] |f:1.2.3|. Reported procedure: A mixture of 5-(3-Hydroxy-benzylcarbamoyl)-3-isopropyl-thiophene-2-carboxylic acid methyl ester (70 mg, 0.21 mmol), lithium hydroxide monohydrate (89 mg, 2.10 mmol), THF (5 mL) and water (5 mL) was stirred 15 h, acidified with 1N HCl and extracted with EtOAc (×3). The organic extracts were combined, washed with brine, dried over sodium sulfate, filtered and evaporated to give the title compound, 71.8 mg (100%). MS m/e 319.9 (M+H+). Reactants: NC1(CCC1)C1=CC=C(C=C1)C1=C(OC2=CC=C(C=C2C1=O)F)C1=CC=CC=C1 (3-[4-(1-amino-cyclobutyl)-phenyl]-6-fluoro-2-phenyl-chromen-4-one), Cl (HCl), C(C)(C)(C)OC(NC1(CCC1)C1=CC=C(C=C1)C1=C(OC2=C(C=CC=C2C1=O)C=1C(=NNC1)C)C1=CC=CC=C1)=O ((1-{4-[8-(3-methyl-1H-pyrazol-4-yl)-4-oxo-2-phenyl-4H-chromen-3-yl]-phenyl}-cyclobutyl)-carbamic acid tert-butyl ester), C(=O)(C(F)(F)F)O (TFA). Run in CO (MeOH), O (water). Yields the product Cl.NC1(CCC1)C1=CC=C(C=C1)C1=C(OC2=C(C=CC=C2C1=O)C=1C(=NNC1)C)C1=CC=CC=C1 (3-[4-(1-Amino-cyclobutyl)-phenyl]-8-(3-methyl-1H-pyrazol-4-yl)-2-phenyl-chromen-4-one hydrochloride). The yield is 74.0%. Reaction SMILES: NC1(C2C=CC(C3C(=O)C4C(=CC=C(F)C=4)OC=3C3C=CC=CC=3)=CC=2)CCC1.C(OC(=O)[NH:36][C:37]1([C:41]2[CH:46]=[CH:45][C:44]([C:47]3[C:56](=[O:57])[C:55]4[C:50](=[C:51]([C:58]5[C:59]([CH3:63])=[N:60][NH:61][CH:62]=5)[CH:52]=[CH:53][CH:54]=4)[O:49][C:48]=3[C:64]3[CH:69]=[CH:68][CH:67]=[CH:66][CH:65]=3)=[CH:43][CH:42]=2)[CH2:40][CH2:39][CH2:38]1)(C)(C)C.C(O)(C(F)(F)F)=O.[ClH:78]>CO.O>[ClH:78].[NH2:36][C:37]1([C:41]2[CH:42]=[CH:43][C:44]([C:47]3[C:56](=[O:57])[C:55]4[C:50](=[C:51]([C:58]5[C:59]([CH3:63])=[N:60][NH:61][CH:62]=5)[CH:52]=[CH:53][CH:54]=4)[O:49][C:48]=3[C:64]3[CH:69]=[CH:68][CH:67]=[CH:66][CH:65]=3)=[CH:45][CH:46]=2)[CH2:38][CH2:39][CH2:40]1 |f:6.7|. Reported procedure: Following the procedure of 3-[4-(1-amino-cyclobutyl)-phenyl]-6-fluoro-2-phenyl-chromen-4-one, (1-{4-[8-(3-methyl-1H-pyrazol-4-yl)-4-oxo-2-phenyl-4H-chromen-3-yl]-phenyl}-cyclobutyl)-carbamic acid tert-butyl ester was treated with TFA. The resultant free base was dissolved in a mixture of MeOH (7 mL), water (7 mL) and 1 M HCl (0.6 mL) and chromatographed on a 5 g C18 cartridge {gradient 10 to 50% MeOH in water+1 M HCl (60 μL in each 10 mL of eluent)} to give the title compound as a white solid (2... Reactants: C(C1=CC=CC=C1)OC1=C(C(=O)OC)C=CC(=C1)I (methyl 2-(benzyloxy)-4-iodobenzoate), C1(=CC=CC=C1)P(C1=CC=CC=2C(C3=CC=CC(=C3OC12)P(C1=CC=CC=C1)C1=CC=CC=C1)(C)C)C1=CC=CC=C1 (4,5-bis(diphenylphosphino)-9,9-dimethylxanthene), BrCCBr (1,2-dibromoethane), [Mg] (magnesium), 40C, BrC1CCC1 (bromocyclobutane). Reagents/catalysts: C=1C=CC(=CC1)/C=C/C(=O)/C=C/C2=CC=CC=C2.C=1C=CC(=CC1)/C=C/C(=O)/C=C/C2=CC=CC=C2.C=1C=CC(=CC1)/C=C/C(=O)/C=C/C2=CC=CC=C2.[Pd].[Pd] (tris(dibenzylideneacetone)dipalladium(0)), II (Iodine), [Zn] (zinc), [Cl-].[Zn+2].[Cl-] (zinc chloride). Run in C1CCOC1 (THF), C(C)OCC (diethyl ether), C1CCOC1 (THF). Run at time 1 hour. Yields the product C(C1=CC=CC=C1)OC1=C(C(=O)OC)C=CC(=C1)C1CCC1 (Methyl 2-(benzyloxy)-4-cyclobutylbenzoate). Yield: 59.0%. Reaction SMILES: BrCCBr.[Mg].Br[CH:7]1[CH2:10][CH2:9][CH2:8]1.[CH2:11]([O:18][C:19]1[CH:28]=[C:27](I)[CH:26]=[CH:25][C:20]=1[C:21]([O:23][CH3:24])=[O:22])[C:12]1[CH:17]=[CH:16][CH:15]=[CH:14][CH:13]=1.C1(P(C2C=CC=CC=2)C2C3OC4C(=CC=CC=4P(C4C=CC=CC=4)C4C=CC=CC=4)C(C)(C)C=3C=CC=2)C=CC=CC=1>[Cl-].[Zn+2].[Cl-].C1C=CC(/C=C/C(/C=C/C2C=CC=CC=2)=O)=CC=1.C1C=CC(/C=C/C(/C=C/C2C=CC=CC=2)=O)=CC=1.C1C=CC(/C=C/C(/C=C/C2C=CC=CC=2)=O)=CC=1.[Pd].[Pd].[Zn].II.C1COCC1.C(OCC)C>[CH2:11]([O:18][C:19]1[CH:28]=[C:27]([CH:7]2[CH2:10][CH2:9][CH2:8]2)[CH:26]=[CH:25][C:20]=1[C:21]([O:23][CH3:24])=[O:22])[C:12]1[CH:13]=[CH:14][CH:15]=[CH:16][CH:17]=1 |f:5.6.7,8.9.10.11.12|. Reported procedure: Iodine (40 mg) and 1,2-dibromoethane (0.5 mL) were added to a mixture of magnesium (11.8 g) and anhydrous diethyl ether (250 mL), then bromocyclobutane (44.0 g) was slowly added thereto, and the mixture was stirred at 40C for 2 hours. A THF (450 mL) solution of zinc chloride (54 g) prepared at 160 C under high vacuum was added to the reaction mixture at 0 C, and the mixture was stirred at the same temperature as above for 1 hour. A mixture of methyl 2-(benzyloxy)-4-iodobenzoate (20 g), tris(dibe... Starting materials: C(C)(C)(C)OC(NC=1C=NC(=CC1C1=C(C=CC=C1)Cl)Cl)=O ([6-chloro-4-(2-chloro-phenyl)-pyridin-3-yl]-carbamic acid tert-butyl ester), CN(C=O)C (N,N-dimethylformamide), CI (methyl iodide). Run at time 1 hour. Product: C(C)(C)(C)OC(N(C)C=1C=NC(=CC1C1=C(C=CC=C1)Cl)Cl)=O ([6-Chloro-4-(2-chloro-phenyl)-pyridin-3-yl]-methyl-carbamic acid tert-butyl ester). The yield is 99.9%. Reaction SMILES: [C:1]([O:5][C:6](=[O:22])[NH:7][C:8]1[CH:9]=[N:10][C:11]([Cl:21])=[CH:12][C:13]=1[C:14]1[CH:19]=[CH:18][CH:17]=[CH:16][C:15]=1[Cl:20])([CH3:4])([CH3:3])[CH3:2].[CH3:23]N(C)C=O.CI>>[C:1]([O:5][C:6](=[O:22])[N:7]([C:8]1[CH:9]=[N:10][C:11]([Cl:21])=[CH:12][C:13]=1[C:14]1[CH:19]=[CH:18][CH:17]=[CH:16][C:15]=1[Cl:20])[CH3:23])([CH3:4])([CH3:2])[CH3:3]. Procedure details: To a solution of 1.21 g (3.57 mmol) [6-chloro-4-(2-chloro-phenyl)-pyridin-3-yl]-carbamic acid tert-butyl ester in 35 ml N,N-dimethylformamide 0.18 g (3.7 mmol) sodium hydride (55% dispersion in mineral oil) were added at room temperature. After 30 min 0.25 ml (3.9 mmol) methyl iodide were added and the reaction mixture was stirred for 1 h. Quenching was followed by extraction with tert-butyl methyl ether. The organic layer was washed with two portions of water, and the combined aqueous layers we... The reactants are FC(C(C(C(C1=CC=CC=C1)C=1C=C2C=NN(C2=CC1)C1=CC=C(C=C1)F)(C)C)O)(F)F (1,1,1-trifluoro-4-(1-(4-fluorophenyl)-1H-indazol-5-yl)-3,3-dimethyl-4-phenylbutan-2-ol), CC(=O)OI1(C=2C=CC=CC2C(=O)O1)(OC(=O)C)OC(=O)C (Dess-Martin periodinane). Run in C(Cl)Cl (DCM). Run at time 45 minute. Product: FC(C(C(C(C1=CC=CC=C1)C=1C=C2C=NN(C2=CC1)C1=CC=C(C=C1)F)(C)C)=O)(F)F (1,1,1-Trifluoro-4-(1-(4-fluorophenyl)-1H-indazol-5-yl)-3,3-dimethyl-4-phenylbutan-2-one). Isolated yield 70.0%. Reaction SMILES: [F:1][C:2]([F:32])([F:31])[CH:3]([OH:30])[C:4]([CH3:29])([CH3:28])[CH:5]([C:12]1[CH:13]=[C:14]2[C:18](=[CH:19][CH:20]=1)[N:17]([C:21]1[CH:26]=[CH:25][C:24]([F:27])=[CH:23][CH:22]=1)[N:16]=[CH:15]2)[C:6]1[CH:11]=[CH:10][CH:9]=[CH:8][CH:7]=1.CC(OI1(OC(C)=O)(OC(C)=O)OC(=O)C2C=CC=CC1=2)=O>C(Cl)Cl>[F:32][C:2]([F:1])([F:31])[C:3](=[O:30])[C:4]([CH3:29])([CH3:28])[CH:5]([C:12]1[CH:13]=[C:14]2[C:18](=[CH:19][CH:20]=1)[N:17]([C:21]1[CH:22]=[CH:23][C:24]([F:27])=[CH:25][CH:26]=1)[N:16]=[CH:15]2)[C:6]1[CH:11]=[CH:10][CH:9]=[CH:8][CH:7]=1. Procedure: A solution of 3-(1-(4-fluorophenyl)-1H-indazol-5-yl)-2,2-dimethyl-3-phenylpropanal (from Ex 109(b), (140 mg, 0.376 mmol) in THF (3 ml) at 0° C. was added trimethyl(trifluoromethyl)silane (267 mg, 1.88 mmol) and tetrabutyl-ammonium fluoride in THF (0.376 ml, 0.376 mmol, 1M THF solution). The reaction mixture was stirred at 0° C. for 30 minutes, and then at room temperature overnight. After quenching with 4N HCl, the reaction was stirred for 30 minutes and was extracted with ethyl acetate. The org... Starting materials: O=C1CCC(CC1)(C#N)C1=CC=CC=C1 (4-oxo-1-phenylcyclohexanecarbonitrile), [Cl-].[NH4+] (ammonium chloride), FC=1C=C(C=CC1OC)[Mg]Br (3-fluoro-4-methoxyphenylmagnesium bromide), ice water. Solvent: C1CCOC1 (THF), C1CCOC1 (THF). The product is FC=1C=C(C=CC1OC)C1(CCC(CC1)(C#N)C1=CC=CC=C1)O (4-(3-Fluoro-4-methoxyphenyl)-4-hydroxy-1-phenylcyclohexanecarbonitrile). Reaction SMILES: [F:1][C:2]1[CH:3]=[C:4]([Mg]Br)[CH:5]=[CH:6][C:7]=1[O:8][CH3:9].[O:12]=[C:13]1[CH2:18][CH2:17][C:16]([C:21]2[CH:26]=[CH:25][CH:24]=[CH:23][CH:22]=2)([C:19]#[N:20])[CH2:15][CH2:14]1.[Cl-].[NH4+]>C1COCC1>[F:1][C:2]1[CH:3]=[C:4]([C:13]2([OH:12])[CH2:18][CH2:17][C:16]([C:21]3[CH:22]=[CH:23][CH:24]=[CH:25][CH:26]=3)([C:19]#[N:20])[CH2:15][CH2:14]2)[CH:5]=[CH:6][C:7]=1[O:8][CH3:9] |f:2.3|. Reported procedure: Under an argon atmosphere, 15 ml of 3-fluoro-4-methoxyphenylmagnesium bromide solution (0.5 M in THF) were dissolved in 15 ml of dry THF in a dried two-necked flask equipped with a reflux condenser, and subsequently 1.5 g of 4-oxo-1-phenylcyclohexanecarbonitrile in the form of a suspension in 10 ml of THF were slowly added dropwise at room temperature. A precipitate was formed in the course of this. The reaction solution was heated under reflux for 2 h, subsequently added to ice water, treated w...